From a dataset of the Open Reaction Database (ORD), a public repository of structured organic reaction records. describe an organic reaction: reactants, conditions, products, and yield Yields the product CN(C)C1CN(c2nc(Cl)nc(NNC(=O)C(CC3CCCC3)CN(O)C=O)c2F)C(C)(C)C1. The reactants are CO, CN(C)C1CN(c2nc(Cl)nc(NNC(=O)C(CC3CCCC3)CN(C=O)OCc3ccccc3)c2F)C(C)(C)C1. Reaction SMILES: [CH3:42][OH:43].[Cl:1][c:2]1[n:3][c:4]([N:32]2[C:33]([CH3:40])([CH3:41])[CH2:34][CH:35]([N:37]([CH3:38])[CH3:39])[CH2:36]2)[c:5]([F:31])[c:6]([NH:8][NH:9][C:10]([CH:11]([CH2:12][N:13]([CH:14]=[O:15])[O:16][CH2:17][c:18]2[cH:19][cH:20][cH:21][cH:22][cH:23]2)[CH2:24][CH:25]2[CH2:26][CH2:27][CH2:28][CH2:29]2)=[O:30])[n:7]1>>[Cl:1][c:2]1[n:3][c:4]([N:32]2[C:33]([CH3:40])([CH3:41])[CH2:34][CH:35]([N:37]([CH3:38])[CH3:39])[CH2:36]2)[c:5]([F:31])[c:6]([NH:8][NH:9][C:10]([CH:11]([CH2:12][N:13]([CH:14]=[O:15])[OH:16])[CH2:24][CH:25]2[CH2:26][CH2:27][CH2:28][CH2:29]2)=[O:30])[n:7]1. Reactants: NC1=NC=CC(=C1)Br (2-Amino-4-bromopyridine), BrC1CN(CCC1=O)C(=O)OC(C)(C)C (tert-butyl 3-bromo-4-oxopiperidine-1-carboxylate). Run in C1(=CC=CC=C1)C (toluene). Run at temperature 105 celsius. Yields the product BrC1=CC=2N(C=C1)C1=C(N2)CCN(C1)C(=O)OC(C)(C)C (tert-Butyl 7-bromo-3,4-dihydropyrido[4′,3′:4,5]imidazo[1,2-a]pyridine-2(1H)-carboxylate). Yield: 31.9%. RXN SMILES: [NH2:1][C:2]1[CH:7]=[C:6]([Br:8])[CH:5]=[CH:4][N:3]=1.Br[CH:10]1[C:15](=O)[CH2:14][CH2:13][N:12]([C:17]([O:19][C:20]([CH3:23])([CH3:22])[CH3:21])=[O:18])[CH2:11]1>C1(C)C=CC=CC=1>[Br:8][C:6]1[CH:5]=[CH:4][N:3]2[C:10]3[CH2:11][N:12]([C:17]([O:19][C:20]([CH3:23])([CH3:22])[CH3:21])=[O:18])[CH2:13][CH2:14][C:15]=3[N:1]=[C:2]2[CH:7]=1. Procedure: 2-Amino-4-bromopyridine (786 mg, 4.55 mmol) and tert-butyl 3-bromo-4-oxopiperidine-1-carboxylate (1.39 g, 5.00 mmol) were combined in toluene (20 mL) and heated at 105° C. for 16 h. The mixture was concentrated and purified by flash column chromatography (40 g ISCO column eluting with methylene chloride and a methanol/ammonia mixture (10:1); gradient 100% methylene chloride to 80% methylene chloride over 30 min at 40 mL/min) to provide the title compound (512 mg, 32%) as a white solid: 1H NMR (5... Reactants: ClC1=C(C=CC(=C1)Cl)C=1C(=C(SC1C1=NN=CN1)I)C#N (4-(2,4-dichlorophenyl)-2-iodo-5-(4H-1,2,4-triazol-3-yl)thiophene-3-carbonitrile), C(CCC)[Sn](C=1CCOCC1)(CCCC)CCCC (tributyl(3,6-dihydro-2H-pyran-4-yl)stannane), [Cl-].[Li+] (lithium chloride). The reagents and catalysts are [Cu]I (copper(I) iodide), C=1C=CC(=CC1)[P](C=2C=CC=CC2)(C=3C=CC=CC3)[Pd]([P](C=4C=CC=CC4)(C=5C=CC=CC5)C=6C=CC=CC6)([P](C=7C=CC=CC7)(C=8C=CC=CC8)C=9C=CC=CC9)[P](C=1C=CC=CC1)(C=1C=CC=CC1)C=1C=CC=CC1 (tetrakis(triphenylphosphine)palladium). Run in O1CCOCC1 (dioxane). The product is ClC1=C(C=CC(=C1)Cl)C=1C(=C(SC1C1=NN=CN1)C=1CCOCC1)C#N (4-(2,4-dichlorophenyl)-2-(3,6-dihydro-2H-pyran-4-yl)-5-(4H-1,2,4-triazol-3-yl)thiophene-3-carbonitrile). Yield: 14.9%. As a reaction SMILES: [Cl:1][C:2]1[CH:7]=[C:6]([Cl:8])[CH:5]=[CH:4][C:3]=1[C:9]1[C:10]([C:20]#[N:21])=[C:11](I)[S:12][C:13]=1[C:14]1[NH:18][CH:17]=[N:16][N:15]=1.C([Sn](CCCC)(CCCC)[C:27]1[CH2:28][CH2:29][O:30][CH2:31][CH:32]=1)CCC.[Cl-].[Li+]>O1CCOCC1.[Cu]I.C1C=CC([P]([Pd]([P](C2C=CC=CC=2)(C2C=CC=CC=2)C2C=CC=CC=2)([P](C2C=CC=CC=2)(C2C=CC=CC=2)C2C=CC=CC=2)[P](C2C=CC=CC=2)(C2C=CC=CC=2)C2C=CC=CC=2)(C2C=CC=CC=2)C2C=CC=CC=2)=CC=1>[Cl:1][C:2]1[CH:7]=[C:6]([Cl:8])[CH:5]=[CH:4][C:3]=1[C:9]1[C:10]([C:20]#[N:21])=[C:11]([C:27]2[CH2:32][CH2:31][O:30][CH2:29][CH:28]=2)[S:12][C:13]=1[C:14]1[NH:18][CH:17]=[N:16][N:15]=1 |f:2.3,^1:54,56,75,94|. Procedure details: A mixture of 4-(2,4-dichlorophenyl)-2-iodo-5-(4H-1,2,4-triazol-3-yl)thiophene-3-carbonitrile (180 mg, 0.4 mmol), tributyl(3,6-dihydro-2H-pyran-4-yl)stannane (0.452 g, 1.2 mmol), lithium chloride (51.2 mg, 1.2 mmol), copper(I) iodide (7.6 mg, 0.04 mmol), tetrakis(triphenylphosphine)palladium (46.4 mg, 0.04 mmol) was dissolved in dioxane (20 mL) and heated to reflux for 3 hours under an atmosphere of argon. The solvent was removed and the residue was purified using ISCO chromatography on silica ge... Solvent: ClCCl (dichloromethane). The product is OC=1C=C(C=CC1O)C1=C(C(=NC2=CC(=C(C=C12)OC)OC)CN1N=CN=C1)C(=O)OCC (ethyl 4-(3,4-dihydroxyphenyl)-6,7-dimethoxy-2-(1,2,4-triazol-1-ylmethyl)quinoline-3-carboxylate). Reaction SMILES: C([O:4][C:5]1[CH:6]=[C:7]([C:15]2[C:24]3[C:19](=[CH:20][C:21]([O:27][CH3:28])=[C:22]([O:25][CH3:26])[CH:23]=3)[N:18]=[C:17]([CH2:29][N:30]3[CH:34]=[N:33][CH:32]=[N:31]3)[C:16]=2[C:35]([O:37][CH2:38][CH3:39])=[O:36])[CH:8]=[CH:9][C:10]=1[O:11]C(C)C)(C)C.O>ClCCl.[Ti](Cl)(Cl)(Cl)Cl>[OH:4][C:5]1[CH:6]=[C:7]([C:15]2[C:24]3[C:19](=[CH:20][C:21]([O:27][CH3:28])=[C:22]([O:25][CH3:26])[CH:23]=3)[N:18]=[C:17]([CH2:29][N:30]3[CH:34]=[N:33][CH:32]=[N:31]3)[C:16]=2[C:35]([O:37][CH2:38][CH3:39])=[O:36])[CH:8]=[CH:9][C:10]=1[OH:11]. Reagents/catalysts: [Ti](Cl)(Cl)(Cl)Cl (Titanium tetrachloride). Conditions: time 6 hour. Yield: 20.5%. Procedure details: Titanium tetrachloride (TiCl4)(288 mg) was added at 0° C. to a solution of ethyl 4-(3,4-diisopropoxyphenyl)-6,7-dimethoxy-2-(1,2,4-triazol-1-ylmethyl)quinoline-3-carboxylate (116.0 mg) in dichloromethane (2.5 ml), and the mixture was stirred at the same temperature for 6 hours. The reaction mixture was poured into water and extracted with chloroform. The chloroform layer was washed with a saturated aqueous sodium bicarbonate solution and water, and dried over magnesium sulfate. The solvent was e... Reactants: C(C)(C)OC=1C=C(C=CC1OC(C)C)C1=C(C(=NC2=CC(=C(C=C12)OC)OC)CN1N=CN=C1)C(=O)OCC (ethyl 4-(3,4-diisopropoxyphenyl)-6,7-dimethoxy-2-(1,2,4-triazol-1-ylmethyl)quinoline-3-carboxylate), O (water). Starting materials: OC1=CC(=C(C=O)C=C1)OC (4-hydroxy-2-methoxybenzaldehyde), C([O-])([O-])=O.[K+].[K+] (potassium carbonate), Cl.ClCC1=NC=CC=C1 (2-chloromethylpyridine hydrochloride), O (water). The solvent is CN(C=O)C (N,N-dimethylformamide). Conditions: temperature 50 celsius, time 4 hour. Yields the product COC1=C(C=O)C=CC(=C1)OCC1=NC=CC=C1 (2-methoxy-4-(2-pyridylmethoxy)benzaldehyde). The yield is 89.9%. As a reaction SMILES: [OH:1][C:2]1[CH:9]=[CH:8][C:5]([CH:6]=[O:7])=[C:4]([O:10][CH3:11])[CH:3]=1.C(=O)([O-])[O-].[K+].[K+].Cl.Cl[CH2:20][C:21]1[CH:26]=[CH:25][CH:24]=[CH:23][N:22]=1.O>CN(C)C=O>[CH3:11][O:10][C:4]1[CH:3]=[C:2]([O:1][CH2:20][C:21]2[CH:26]=[CH:25][CH:24]=[CH:23][N:22]=2)[CH:9]=[CH:8][C:5]=1[CH:6]=[O:7] |f:1.2.3,4.5|. Reported procedure: In 53 mL of N,N-dimethylformamide were dissolved 8.00 g (52.6 mmol) of 4-hydroxy-2-methoxybenzaldehyde, 14.5 g (105 mmol) of potassium carbonate, and 9.06 g (55.2 mmol) of 2-chloromethylpyridine hydrochloride and the solution was stirred at 50° C. for 4 hours. To the reaction mixture, 260 mL of water was added at room temperature and the precipitated crystal was separated by filtration. The crystal was washed with water and dried under reduced pressure to give 11.5 g (82% yield) of the title com... Starting materials: C(CCCCC)NC(=S)NC1=CC(=C(C=C1)Cl)Cl (N-hexyl-N'-(3,4-dichlorophenyl)thiourea), C(#CC(=O)O)C(=O)O (acetylenedicarboxylic acid). Yields the product ClC=1C=C(C=CC1Cl)N=C1SC(C(N1CCCCCC)=O)=CC(=O)O ([2-[(3,4-dichlorophenyl)imino]-3-hexyl-4-oxo-5-thiazolidinylidene]acetic acid). The yield is 14.7%. As a reaction SMILES: [CH2:1]([NH:7][C:8]([NH:10][C:11]1[CH:16]=[CH:15][C:14]([Cl:17])=[C:13]([Cl:18])[CH:12]=1)=[S:9])[CH2:2][CH2:3][CH2:4][CH2:5][CH3:6].[C:19]([C:24](O)=[O:25])#[C:20][C:21]([OH:23])=[O:22]>>[Cl:18][C:13]1[CH:12]=[C:11]([N:10]=[C:8]2[N:7]([CH2:1][CH2:2][CH2:3][CH2:4][CH2:5][CH3:6])[C:24](=[O:25])[C:19](=[CH:20][C:21]([OH:23])=[O:22])[S:9]2)[CH:16]=[CH:15][C:14]=1[Cl:17]. Procedure: Prepared by the method described in Example 1 from N-hexyl-N'-(3,4-dichlorophenyl)thiourea (5.4 g, 18 mmoles) and acetylenedicarboxylic acid (2.1 g, 17 mmoles). Recrystallization from acetonitrile then methanol gave the product (1 g), mp 156°-157° C. Reactants: ice water, NC=1C=NC(=C(C1)Cl)Cl (3-amino-5,6-dichloropyridine), CSSC (dimethyl disulfide), N(=O)OC(C)(C)C (tert-butyl nitrite). Run in C(Cl)Cl (methylene chloride), C(Cl)Cl (methylene chloride). Yields the product ClC1=NC=C(C=C1Cl)SC (2,3-Dichloro-5-methylthiopyridine). Isolated yield 36.1%. As a reaction SMILES: N[C:2]1[CH:3]=[N:4][C:5]([Cl:9])=[C:6]([Cl:8])[CH:7]=1.[CH3:10][S:11]SC.N(OC(C)(C)C)=O>C(Cl)Cl>[Cl:9][C:5]1[C:6]([Cl:8])=[CH:7][C:2]([S:11][CH3:10])=[CH:3][N:4]=1. Procedure details: A solution of 50.6 g (0.3 mol) of 3-amino-5,6-dichloropyridine in 700 ml of methylene chloride was slowly added dropwise at 40° C. to a solution of 56.6 g (0.6 mol) of dimethyl disulfide and 46.7 g (0.45 mol) of tert-butyl nitrite in 320 ml of dry methylene chloride. The mixture was then stirred for 1 hour at 40° C. and subsequently for another approximately 15 hours at approximately 20° C., whereupon 500 ml of ice-water were added to the reaction mixture. The organic phase which was separated o... The reactants are CC(C)(C)OC(=O)NCc1ccc(N)cc1, C1CCOC1, Cc1cc(C(=O)Nc2cccc(C(=O)c3ccc4c(c3)NC(=O)C4=CO)c2)n(C)n1. Product: Cc1cc(C(=O)Nc2cccc(C(=O)c3ccc4c(c3)NC(=O)C4=CNc3ccc(CNC(=O)OC(C)(C)C)cc3)c2)n(C)n1. Reaction SMILES: [C:31]([CH3:32])([CH3:33])([CH3:34])[O:35][C:36]([NH:37][CH2:38][c:39]1[cH:40][cH:41][c:42]([NH2:45])[cH:43][cH:44]1)=[O:46].[CH2:47]1[O:48][CH2:49][CH2:50][CH2:51]1.[OH:1][CH:2]=[C:3]1[C:4](=[O:30])[NH:5][c:6]2[cH:7][c:8]([C:12](=[O:13])[c:14]3[cH:15][c:16]([NH:20][C:21](=[O:22])[c:23]4[n:24]([CH3:29])[n:25][c:26]([CH3:28])[cH:27]4)[cH:17][cH:18][cH:19]3)[cH:9][cH:10][c:11]21>>[CH:2](=[C:3]1[C:4](=[O:30])[NH:5][c:6]2[cH:7][c:8]([C:12](=[O:13])[c:14]3[cH:15][c:16]([NH:20][C:21](=[O:22])[c:23]4[n:24]([CH3:29])[n:25][c:26]([CH3:28])[cH:27]4)[cH:17][cH:18][cH:19]3)[cH:9][cH:10][c:11]21)[NH:45][c:42]1[cH:41][cH:40][c:39]([CH2:38][NH:37][C:36]([O:35][C:31]([CH3:32])([CH3:33])[CH3:34])=[O:46])[cH:44][cH:43]1.